This data is from the Open Reaction Database (ORD), a public repository of structured organic reaction records. The task is: describe an organic reaction: reactants, conditions, products, and yield Reactants: C(C1=CC=CC=C1)(=O)OC[C@H]1OC([C@](C1(C)OC(C)=O)(C)F)N1C2=NC=NC(=C2N=C1)Cl (((2R,4R)-3-acetoxy-5-(6-chloro-9H-purin-9-yl)-4-fluoro-3,4-dimethyl-tetrahydrofuran-2-yl)methyl benzoate), C1(CCCCC1)N (cyclohexylamine), O (water). Solvent: C(C)O (ethanol). Product: C(C1=CC=CC=C1)(=O)OC[C@H]1OC([C@](C1(C)OC(C)=O)(C)F)N1C2=NC=NC(=C2N=C1)NC1CCCCC1 (((2R,4R)-3-acetoxy-5-(6-(cyclohexylamino)-9H-purin-9-yl)-4-fluoro-3,4-dimethyltetrahydrofuran-2-yl)methyl benzoate). Yield: 74.0%. As a reaction SMILES: [C:1]([O:9][CH2:10][C@@H:11]1[C:15]([O:17][C:18](=[O:20])[CH3:19])([CH3:16])[C@:14]([F:22])([CH3:21])[CH:13]([N:23]2[CH:31]=[N:30][C:29]3[C:24]2=[N:25][CH:26]=[N:27][C:28]=3Cl)[O:12]1)(=[O:8])[C:2]1[CH:7]=[CH:6][CH:5]=[CH:4][CH:3]=1.[CH:33]1([NH2:39])[CH2:38][CH2:37][CH2:36][CH2:35][CH2:34]1.O>C(O)C>[C:1]([O:9][CH2:10][C@@H:11]1[C:15]([O:17][C:18](=[O:20])[CH3:19])([CH3:16])[C@:14]([F:22])([CH3:21])[CH:13]([N:23]2[CH:31]=[N:30][C:29]3[C:24]2=[N:25][CH:26]=[N:27][C:28]=3[NH:39][CH:33]2[CH2:38][CH2:37][CH2:36][CH2:35][CH2:34]2)[O:12]1)(=[O:8])[C:2]1[CH:7]=[CH:6][CH:5]=[CH:4][CH:3]=1. Reported procedure: To a stirred solution of ((2R,4R)-3-acetoxy-5-(6-chloro-9H-purin-9-yl)-4-fluoro-3,4-dimethyl-tetrahydrofuran-2-yl)methyl benzoate (about 0.50 g, 1.08 mmol) in ethanol (about 5 ml) was added cyclohexylamine (about 1.48 ml, 12.9 mmol) and refluxed for about 30 minutes. Completion of the reaction mixture monitored by thin-layer chromatography, water added to the reaction mixture and the aqueous layer was extracted with ethyl acetate and the combined organic layers were washed with brine and dried o... Run at temperature 60 celsius, time 40 hour. Solvent: CCO (EtOH). The reactants are [OH-].[Na+] (NaOH), aqueous solution, ClC=1C=NC=C(C1C(CN(C(=O)C=1C=NN(C1C(F)(F)F)[C@@H]1CC([C@H](CC1)C(=O)OCC)(C)C)CC(C)(C)C)=O)Cl (Ethyl (1S,4S)-4-(4-((2-(3,5-dichloro-4-pyridinyl)-2-oxoethyl)(2,2-dimethylpropyl)carbamoyl)-5-(trifluoromethyl)-1H-pyrazol-1-yl)-2,2-dimethylcyclohexanecarboxylate), C1CCOC1 (THF). The product is ClC=1C=NC=C(C1C(CN(C(=O)C=1C=NN(C1C(F)(F)F)[C@@H]1CC([C@H](CC1)C(=O)O)(C)C)CC(C)(C)C)=O)Cl ((1S,4S)-4-(4-((2-(3,5-dichloro-4-pyridinyl)-2-oxoethyl)(2,2-dimethylpropyl)carbamoyl)-5-(trifluoromethyl)-1H-pyrazol-1-yl)-2,2-dimethylcyclohexanecarboxylic acid). As a reaction SMILES: [OH-].[Na+].[Cl:3][C:4]1[CH:5]=[N:6][CH:7]=[C:8]([Cl:43])[C:9]=1[C:10](=[O:42])[CH2:11][N:12]([CH2:37][C:38]([CH3:41])([CH3:40])[CH3:39])[C:13]([C:15]1[CH:16]=[N:17][N:18]([C@H:24]2[CH2:29][CH2:28][C@H:27]([C:30]([O:32]CC)=[O:31])[C:26]([CH3:36])([CH3:35])[CH2:25]2)[C:19]=1[C:20]([F:23])([F:22])[F:21])=[O:14].C1COCC1>CCO>[Cl:3][C:4]1[CH:5]=[N:6][CH:7]=[C:8]([Cl:43])[C:9]=1[C:10](=[O:42])[CH2:11][N:12]([CH2:37][C:38]([CH3:41])([CH3:40])[CH3:39])[C:13]([C:15]1[CH:16]=[N:17][N:18]([C@H:24]2[CH2:29][CH2:28][C@H:27]([C:30]([OH:32])=[O:31])[C:26]([CH3:36])([CH3:35])[CH2:25]2)[C:19]=1[C:20]([F:23])([F:22])[F:21])=[O:14] |f:0.1|. Procedure: NaOH (1.6 mL of a 1.0 M aqueous solution, 1.6 mmol) was added to a stirring solution of ethyl (1S,4S)-4-(4-((2-(3,5-dichloro-4-pyridinyl)-2-oxoethyl)(2,2-dimethylpropyl)carbamoyl)-5-(trifluoromethyl)-1H-pyrazol-1-yl)-2,2-dimethylcyclohexanecarboxylate (0.098 g, 0.16 mmol, from Step 2), THF (1.6 mL), and EtOH (1.6 mL), and then the reaction mixture was heated at 60° C. After stirring for 40 h, the reaction mixture was allowed to cool to room temperature and then concentrated under reduced pressur... Yield: 86.7%. The reactants are O=C1N(C(CC1)=O)OC(CC#N)=O (3-[(2,5-Dioxopyrrolidin-1-yl)oxy]-3-oxopropanenitrile), COC1=NC=CC=C1C1=CN=C2N1N=C(C=C2)N[C@H]2CNCCC2 (3-(2-methoxy pyridin-3-yl)-N-[(3R)-piperidin-3-yl]imidazo[1,2-b]pyridazin-6-amine). The solvent is ClCCl (dichloromethane). Conditions: time 18 hour. Yields the product COC1=NC=CC=C1C1=CN=C2N1N=C(C=C2)N[C@H]2CN(CCC2)C(CC#N)=O (3-((3R)-3-{[3-(2-Methoxypyridin-3-yl)imidazo[1,2-b]pyridazin-6-yl]amino}-piperidin-1-yl)-3-oxopropanenitrile). Yield: 64.4%. RXN SMILES: O=C1CCC(=O)N1[O:8][C:9](=O)[CH2:10][C:11]#[N:12].[CH3:14][O:15][C:16]1[C:21]([C:22]2[N:26]3[N:27]=[C:28]([NH:31][C@@H:32]4[CH2:37][CH2:36][CH2:35][NH:34][CH2:33]4)[CH:29]=[CH:30][C:25]3=[N:24][CH:23]=2)=[CH:20][CH:19]=[CH:18][N:17]=1>ClCCl>[CH3:14][O:15][C:16]1[C:21]([C:22]2[N:26]3[N:27]=[C:28]([NH:31][C@@H:32]4[CH2:37][CH2:36][CH2:35][N:34]([C:9](=[O:8])[CH2:10][C:11]#[N:12])[CH2:33]4)[CH:29]=[CH:30][C:25]3=[N:24][CH:23]=2)=[CH:20][CH:19]=[CH:18][N:17]=1. Procedure: 3-[(2,5-Dioxopyrrolidin-1-yl)oxy]-3-oxopropanenitrile (prepared as described in BE875054(A1), 75 mg, 0.23 mmol) was added to a stirred solution of 3-(2-methoxy pyridin-3-yl)-N-[(3R)-piperidin-3-yl]imidazo[1,2-b]pyridazin-6-amine (Preparation 3b, 63 mg, 0.35 mmol) in dichloromethane (4 mL) and the mixture was stirred at ambient temperature for 18 hours. The solvent was then removed under reduced pressure and the residue was purified by flash chromatography (100% ethyl acetate to 3:2 ethyl acetate... Reactants: C(C)(C)(C)OC(NC1=C(C=C(C=C1)C1=CC=CC=C1)N)=O ((3-amino-biphenyl-4-yl)-carbamic acid tert.-butyl ester), ClC1=C(SC=C1)C1=CC(OC(O1)(C)C)=O (6-(3-chloro-thiophen-2-yl)-2,2-dimethyl-[1,3]dioxin-4-one). Yields the product C(C)(C)(C)OC(NC1=C(C=C(C=C1)C1=CC=CC=C1)NC(CC(=O)C=1SC=CC1Cl)=O)=O ({3-[3-(3-Chloro-thiophen-2-yl)-3-oxo-propionylamino]-biphenyl-4-yl}-carbamic acid tert.-butyl ester). Yield: 77.0%. Reaction SMILES: [C:1]([O:5][C:6](=[O:21])[NH:7][C:8]1[CH:13]=[CH:12][C:11]([C:14]2[CH:19]=[CH:18][CH:17]=[CH:16][CH:15]=2)=[CH:10][C:9]=1[NH2:20])([CH3:4])([CH3:3])[CH3:2].[Cl:22][C:23]1[CH:27]=[CH:26][S:25][C:24]=1[C:28]1[O:33]C(C)(C)[O:31][C:30](=O)[CH:29]=1>>[C:1]([O:5][C:6](=[O:21])[NH:7][C:8]1[CH:13]=[CH:12][C:11]([C:14]2[CH:15]=[CH:16][CH:17]=[CH:18][CH:19]=2)=[CH:10][C:9]=1[NH:20][C:30](=[O:31])[CH2:29][C:28]([C:24]1[S:25][CH:26]=[CH:27][C:23]=1[Cl:22])=[O:33])([CH3:4])([CH3:2])[CH3:3]. Procedure: Prepared from (3-amino-biphenyl-4-yl)-carbamic acid tert.-butyl ester (Example G9) (100 mg, 0.35 mmol) and 6-(3-chloro-thiophen-2-yl)-2,2-dimethyl-[1,3]dioxin-4-one (Example J2) (95 mg, 0.39 mmol) according to the general procedure K. Obtained as a white solid (127 mg).